Dataset: the Open Reaction Database (ORD), a public repository of structured organic reaction records. Task: describe an organic reaction: reactants, conditions, products, and yield Reactants: C=C1[C@]2(C)[C@@H](CC1)[C@@H]1CCC=3C=C(C=CC3[C@H]1CC2)O (17-Methylenestra-1,3,5(10)-trien-3-ol), N1=CC=CC=C1 (pyridine), C(C)(=O)OC(C)=O (acetic anhydride). Run in C(C)(=O)OCC (ethyl acetate). Yields the product C(C)(=O)OC1=CC=2CC[C@H]3[C@@H]4CCC([C@@]4(C)CC[C@@H]3C2C=C1)=C (17-Methylenestra-1,3,5( 10)-trien-3-yl acetate). Reaction SMILES: [CH2:1]=[C:2]1[CH2:7][CH2:6][C@H:5]2[C@H:8]3[C@H:17]([CH2:18][CH2:19][C@:3]12[CH3:4])[C:16]1[CH:15]=[CH:14][C:13]([OH:20])=[CH:12][C:11]=1[CH2:10][CH2:9]3.N1C=CC=CC=1.[C:27](OC(=O)C)(=[O:29])[CH3:28]>C(OCC)(=O)C>[C:27]([O:20][C:13]1[CH:14]=[CH:15][C:16]2[C@@H:17]3[C@H:8]([C@H:5]4[C@@:3]([CH2:19][CH2:18]3)([CH3:4])[C:2](=[CH2:1])[CH2:7][CH2:6]4)[CH2:9][CH2:10][C:11]=2[CH:12]=1)(=[O:29])[CH3:28]. Procedure details: A solution of 17-methylenestra-1,3,5(10)-trien-3-ol (10, 5.84 g, 21.8 mmol) in anh. pyridine (32 mL, 0.40 mol) and acetic anhydride (9.7 mL, 0.10 mol) was stirred 24, after which ethyl acetate (250 mL) was added. See FIG. 17. The mixture was washed with three 100 mL portions of 1 N hydrochloric acid+100 mL of saturated sodium bicarbonate+100 mL of saturated copper sulfate+100 mL of brine, dried over magnesium sulfate, and filtered through diatomaceous earth. The residue was washed with 25 mL of ... Starting materials: ClC1=NC(=NC(=C1NC=O)NOCCCCP(=O)(OCC)OCC)NC=O (4-Chloro-6-[[4-(diethoxyphosphoryl)butoxy]amino]-2,5-diformamidopyrimidine). Solvent: C(C)(=O)OC(OCC)OCC (diethoxymethyl acetate). Run at temperature 120 celsius, time 2 hour. The product is ClC1=C2N=CN(C2=NC(=N1)NC=O)OCCCCP(=O)(OCC)OCC (6-Chloro-9-[4-(diethoxyphosphoryl)butoxy]-2-formamidopurine). Yield: 71.1%. As a reaction SMILES: [Cl:1][C:2]1[C:7]([NH:8][CH:9]=O)=[C:6]([NH:11][O:12][CH2:13][CH2:14][CH2:15][CH2:16][P:17]([O:22][CH2:23][CH3:24])([O:19][CH2:20][CH3:21])=[O:18])[N:5]=[C:4]([NH:25][CH:26]=[O:27])[N:3]=1>C(OC(OCC)OCC)(=O)C>[Cl:1][C:2]1[N:3]=[C:4]([NH:25][CH:26]=[O:27])[N:5]=[C:6]2[C:7]=1[N:8]=[CH:9][N:11]2[O:12][CH2:13][CH2:14][CH2:15][CH2:16][P:17]([O:22][CH2:23][CH3:24])([O:19][CH2:20][CH3:21])=[O:18]. Procedure details: 4-Chloro-6-[[4-(diethoxyphosphoryl)butoxy]amino]-2,5-diformamidopyrimidine (0.330 g, 0.78 mmol) was dissolved in diethoxymethyl acetate (4 ml) and the resulting solution was stirred at 120° C. for 2 hr. The reaction mixture was then allowed to cool and evaporated to dryness. The residue was dissolved in methanol: conc. aq. NH3 solution (9:1, 5 ml) and stirred at 23° C. for 5 min. The solvents were evaporated under vacuum and the product was purified by column chromatography on silica gel (eluted...